From a dataset of the Open Reaction Database (ORD), a public repository of structured organic reaction records. describe an organic reaction: reactants, conditions, products, and yield The reactants are ClC1=CC=C(C(C2=CC=C(C=C2)Cl)O)C=C1 (4,4'-dichlorobenzhydrol), OC1=NC=CC=C1 (2-hydroxy pyridine), S(O)(O)(=O)=O (sulfuric acid), C(C)(=O)OCC (ethyl acetate). Run in O (water). Reaction conditions: temperature 200 celsius. Yields the product ClC1=CC=C(C=C1)C(C=1C=CC(NC1)=O)C1=CC=C(C=C1)Cl (5-[Bis-(4-Chlorophenyl)-Methyl]-2-Pyridone). Reaction SMILES: [Cl:1][C:2]1[CH:16]=[CH:15][C:5]([CH:6](O)[C:7]2[CH:12]=[CH:11][C:10]([Cl:13])=[CH:9][CH:8]=2)=[CH:4][CH:3]=1.[OH:17][C:18]1[CH:23]=[CH:22][CH:21]=[CH:20][N:19]=1.S(=O)(=O)(O)O.C(OCC)(=O)C>O>[Cl:1][C:2]1[CH:16]=[CH:15][C:5]([CH:6]([C:7]2[CH:12]=[CH:11][C:10]([Cl:13])=[CH:9][CH:8]=2)[C:21]2[CH:22]=[CH:23][C:18](=[O:17])[NH:19][CH:20]=2)=[CH:4][CH:3]=1. Reported procedure: Combine 50.6 g. (0.2 mole) of 4,4'-dichlorobenzhydrol with 57.1 g. (0.6 mole) of 2-hydroxy pyridine, with stirring heat to 200° C. and add dropwise 1.0 ml. of concentrated sulfuric acid. Increase the reaction temperature to 240°-250° C. and maintain at that temperature range while collecting water emanating from the reaction. Cool the reaction mixture, add a mixture of ethyl acetate and water with stirring and separate the liquid phases. Dry the organic phase, reduce the volume of ethyl acetate,... Reactants: N1C(=CC2=CC=CC=C12)C(=O)N1CCN(CC1)C ((1H-Indol-2-yl)-(4-methyl-piperazin-1-yl)-methanone), BrBr (bromine), [OH-].[Na+] (sodium hydroxide), O (water). Run in C(C)(=O)O (acetic acid). Run at time 7 hour. Product: BrC1=C(NC2=CC=CC=C12)C(=O)N1CCN(CC1)C ((3-Bromo-1H-indol-2-yl)-(4-methyl-piperazin-1-yl)-methanone). Reaction SMILES: [NH:1]1[C:9]2[C:4](=[CH:5][CH:6]=[CH:7][CH:8]=2)[CH:3]=[C:2]1[C:10]([N:12]1[CH2:17][CH2:16][N:15]([CH3:18])[CH2:14][CH2:13]1)=[O:11].[Br:19]Br.O.[OH-].[Na+]>C(O)(=O)C>[Br:19][C:3]1[C:4]2[C:9](=[CH:8][CH:7]=[CH:6][CH:5]=2)[NH:1][C:2]=1[C:10]([N:12]1[CH2:13][CH2:14][N:15]([CH3:18])[CH2:16][CH2:17]1)=[O:11] |f:3.4|. Procedure: (1H-Indol-2-yl)-(4-methyl-piperazin-1-yl)-methanone (Example 4, 0.222 g) in acetic acid (1 mL) at ambient temperature was treated with bromine (0.05 mL) and stirred for 7 h. The reaction mixture was poured into water and adjusted to basic pH by addition of 1 M sodium hydroxide. The mixture was extracted with dichloromethane. The organic extracts were combined, dried over sodium sulfate, filtered, and concentrated to give crude product. Purification via silica gel chromatography, eluting with 1-8... The reactants are BrC=1C=C2CN(C(C2=C(C1)C)=O)CC1=CC=C(C=C1)OC(F)(F)F (5-bromo-7-methyl-2-(4-trifluoromethoxy-benzyl)-2,3-dihydro-isoindol-1-one), [C-]#N.[Na+] (sodium cyanide), CCCCCC.CCOC(=O)C (hexane EtOAc). The reagents and catalysts are C=1C=CC(=CC1)[P](C=2C=CC=CC2)(C=3C=CC=CC3)[Pd]([P](C=4C=CC=CC4)(C=5C=CC=CC5)C=6C=CC=CC6)([P](C=7C=CC=CC7)(C=8C=CC=CC8)C=9C=CC=CC9)[P](C=1C=CC=CC1)(C=1C=CC=CC1)C=1C=CC=CC1 (Pd(PPh3)4), [Cu]I (CuI). The solvent is C(C)#N (acetonitrile). Reaction conditions: temperature 80 celsius, time 18 hour. Product: CC=1C=C(C=C2CN(C(C12)=O)CC1=CC=C(C=C1)OC(F)(F)F)C#N (7-methyl-1-oxo-2-(4-trifluoromethoxy-benzyl)-2,3-dihydro-1H-isoindole-5-carbonitrile). Isolated yield 94.5%. Reaction SMILES: Br[C:2]1[CH:3]=[C:4]2[C:8](=[C:9]([CH3:11])[CH:10]=1)[C:7](=[O:12])[N:6]([CH2:13][C:14]1[CH:19]=[CH:18][C:17]([O:20][C:21]([F:24])([F:23])[F:22])=[CH:16][CH:15]=1)[CH2:5]2.[C-:25]#[N:26].[Na+].CCCCCC.CCOC(C)=O>C(#N)C.C1C=CC([P]([Pd]([P](C2C=CC=CC=2)(C2C=CC=CC=2)C2C=CC=CC=2)([P](C2C=CC=CC=2)(C2C=CC=CC=2)C2C=CC=CC=2)[P](C2C=CC=CC=2)(C2C=CC=CC=2)C2C=CC=CC=2)(C2C=CC=CC=2)C2C=CC=CC=2)=CC=1.[Cu]I>[CH3:11][C:9]1[CH:10]=[C:2]([C:25]#[N:26])[CH:3]=[C:4]2[C:8]=1[C:7](=[O:12])[N:6]([CH2:13][C:14]1[CH:19]=[CH:18][C:17]([O:20][C:21]([F:22])([F:24])[F:23])=[CH:16][CH:15]=1)[CH2:5]2 |f:1.2,3.4,^1:46,48,67,86|. Procedure: A mixture of 5-bromo-7-methyl-2-(4-trifluoromethoxy-benzyl)-2,3-dihydro-isoindol-1-one (0.600 g, 1.5 mmol), Pd(PPh3)4 (0.175 g, 0.14 mmol), sodium cyanide (0.163 g, 3.4 mmol), and CuI (0.029 g, 0.15 mmol) in acetonitrile (6 mL) was stirred at 80° C. for 18 h. Workup and silica gel column chromatography using 2:1 hexanes-ethyl acetate (typically 2:1 hexane-EtOAc) afforded 7-methyl-1-oxo-2-(4-trifluoromethoxy-benzyl)-2,3-dihydro-1H-isoindole-5-carbonitrile (0.491 g, 95%). 1H NMR (300 MHz, CDCl3): ... The reactants are [BH4-].[Na+] (Sodium borohydride), C(=O)C1=C(NC2=CC=CC=C12)C(=O)OCC (ethyl 3-formylindole-2-carboxylate), C(C)(C)O (isopropanol). The reagents and catalysts are [Pd] (palladium on carbon). Yields the product CC1=C(NC2=CC=CC=C12)C(=O)OC(C)C (Isopropyl 3-methylindole-2-carboxylate). Isolated yield 25.0%. As a reaction SMILES: [BH4-].[Na+].[CH:3]([C:5]1[C:13]2[C:8](=[CH:9][CH:10]=[CH:11][CH:12]=2)[NH:7][C:6]=1[C:14]([O:16][CH2:17][CH3:18])=[O:15])=O.[CH:19](O)(C)C>[Pd]>[CH3:3][C:5]1[C:13]2[C:8](=[CH:9][CH:10]=[CH:11][CH:12]=2)[NH:7][C:6]=1[C:14]([O:16][CH:17]([CH3:18])[CH3:19])=[O:15] |f:0.1|. Procedure details: Sodium borohydride (0.23 g) was added to a stirred solution of ethyl 3-formylindole-2-carboxylate (0.2 g) and 10% palladium on carbon (0.11 g) in isopropanol (45 ml). The solution was heated at reflux for 4 hours, cooled and filtered through Celite. The solution was partitioned between ethyl acetate and water. Combined organic extracts were dried (MgSO4) and concentrated in vacuo and the residue purified by column chromatography using isohexane-10% ethyl acetate as eluent to give the desired end... Starting materials: [H-].[Na+] (sodium hydride), ClC1=C(OC=2C=NC=CC2O)C=C(C(=C1)F)N1C(N(C(=CC1=O)C(F)(F)F)C)=O (3-{2-chloro-4-fluoro-5-[3-methyl-2,6-dioxo-4-(trifluoromethyl)-1,2,3,6-tetrahydropyrimidin-1-yl]phenoxy}-4-hydroxypyridine), [Cl-].[NH4+] (ammonium chloride), BrCC(=O)OC (methyl bromoacetate). Run in CN(C=O)C (N,N-dimethylformamide). Reaction conditions: time 1 hour. Yields the product ClC1=C(OC=2C=NC=CC2OCC(=O)OC)C=C(C(=C1)F)N1C(N(C(=CC1=O)C(F)(F)F)C)=O (3-{2-chloro-4-fluoro-5-[3-methyl-2,6-dioxo-4-(trifluoromethyl)-1,2,3,6-tetrahydropyrimidin-1-yl]phenoxy}-4-(methoxycarbonyl)methoxypyridine). Isolated yield 7.5%. Reaction SMILES: [H-].[Na+].[Cl:3][C:4]1[CH:17]=[C:16]([F:18])[C:15]([N:19]2[C:24](=[O:25])[CH:23]=[C:22]([C:26]([F:29])([F:28])[F:27])[N:21]([CH3:30])[C:20]2=[O:31])=[CH:14][C:5]=1[O:6][C:7]1[CH:8]=[N:9][CH:10]=[CH:11][C:12]=1[OH:13].Br[CH2:33][C:34]([O:36][CH3:37])=[O:35].[Cl-].[NH4+]>CN(C)C=O>[Cl:3][C:4]1[CH:17]=[C:16]([F:18])[C:15]([N:19]2[C:24](=[O:25])[CH:23]=[C:22]([C:26]([F:29])([F:28])[F:27])[N:21]([CH3:30])[C:20]2=[O:31])=[CH:14][C:5]=1[O:6][C:7]1[CH:8]=[N:9][CH:10]=[CH:11][C:12]=1[O:13][CH2:33][C:34]([O:36][CH3:37])=[O:35] |f:0.1,4.5|. Procedure details: To a mixture of 30 mg of sodium hydride and N,N-dimethylformamide, 0.31 g of 3-{2-chloro-4-fluoro-5-[3-methyl-2,6-dioxo-4-(trifluoromethyl)-1,2,3,6-tetrahydropyrimidin-1-yl]phenoxy}-4-hydroxypyridine was added and stirred at room temperature for 1 hour. Then 0.114 g of methyl bromoacetate was added to the mixture, and stirred for 8 hours at room temperature. The mixture was poured into saturated ammonium chloride solution, and extracted with ethyl acetate. The organic layer was washed with satur...